The task is: describe an organic reaction: reactants, conditions, products, and yield. This data is from the Open Reaction Database (ORD), a public repository of structured organic reaction records. Reaction SMILES: [C:6]([CH3:7])([CH3:8])([CH3:9])[O:10][C:11](=[O:12])[N:13]([c:14]1[c:15]([CH2:24][C:25](=[O:26])[NH:27][CH:28]2[CH2:29][N:30]([C:34](=[O:35])[O:36][C:37]([CH3:38])([CH3:39])[CH3:40])[CH2:31][CH2:32][CH2:33]2)[c:16]([Cl:23])[n:17][c:18]2[n:19]1[n:20][cH:21][cH:22]2)[c:41]1[cH:42][cH:43][c:44]([O:47][CH2:48][CH3:49])[cH:45][cH:46]1.[CH3:54][N:55]([CH3:56])[CH:57]=[O:58].[Cl-:52].[H-:50].[NH4+:53].[Na+:51].[O:1]1[CH2:2][CH2:3][CH2:4][CH2:5]1>>[C:6]([CH3:7])([CH3:8])([CH3:9])[O:10][C:11](=[O:12])[N:13]([c:14]1[c:15]2[c:16]([n:17][c:18]3[n:19]1[n:20][cH:21][cH:22]3)[N:27]([CH:28]1[CH2:29][N:30]([C:34](=[O:35])[O:36][C:37]([CH3:38])([CH3:39])[CH3:40])[CH2:31][CH2:32][CH2:33]1)[C:25](=[O:26])[CH2:24]2)[c:41]1[cH:42][cH:43][c:44]([O:47][CH2:48][CH3:49])[cH:45][cH:46]1. The product is CCOc1ccc(N(C(=O)OC(C)(C)C)c2c3c(nc4ccnn24)N(C2CCCN(C(=O)OC(C)(C)C)C2)C(=O)C3)cc1. The reactants are CCOc1ccc(N(C(=O)OC(C)(C)C)c2c(CC(=O)NC3CCCN(C(=O)OC(C)(C)C)C3)c(Cl)nc3ccnn23)cc1, CN(C)C=O, [Cl-], [H-], [NH4+], [Na+], C1CCOC1. The reactants are C1COCCO1, CC(C)(C)[O-], CC1(C)c2cccc(P(c3ccccc3)c3ccccc3)c2Oc2c(P(c3ccccc3)c3ccccc3)cccc21, CN1CCc2cccc(Nc3cc(Cl)ncc3Cl)c2C1=O, Cl, Cl, Nc1cnn(CC(=O)O)c1, [Na+], O=C(C=Cc1ccccc1)C=Cc1ccccc1, O=C(C=Cc1ccccc1)C=Cc1ccccc1, O=C(C=Cc1ccccc1)C=Cc1ccccc1, [Pd], [Pd]. Yields the product CN1CCc2cccc(Nc3cc(Nc4cnn(CC(=O)O)c4)ncc3Cl)c2C1=O. RXN SMILES: [CH2:82]1[O:83][CH2:84][CH2:85][O:86][CH2:87]1.[CH3:1][C:2]([CH3:3])([O-:4])[CH3:5].[CH3:40][C:41]1([CH3:42])[c:43]2[cH:44][cH:45][cH:46][c:47]([P:48]([c:49]3[cH:50][cH:51][cH:52][cH:53][cH:54]3)[c:55]3[cH:56][cH:57][cH:58][cH:59][cH:60]3)[c:61]2[O:62][c:63]2[c:64]1[cH:65][cH:66][cH:67][c:68]2[P:69]([c:70]1[cH:71][cH:72][cH:73][cH:74][cH:75]1)[c:76]1[cH:77][cH:78][cH:79][cH:80][cH:81]1.[Cl:19][c:20]1[n:21][cH:22][c:23]([Cl:39])[c:24]([NH:26][c:27]2[cH:28][cH:29][cH:30][c:31]3[c:36]2[C:35](=[O:37])[N:34]([CH3:38])[CH2:33][CH2:32]3)[cH:25]1.[ClH:7].[ClH:8].[NH2:9][c:10]1[cH:11][n:12][n:13]([CH2:15][C:16](=[O:17])[OH:18])[cH:14]1.[Na+:6].[O:108]=[C:109]([CH:110]=[CH:111][c:112]1[cH:113][cH:114][cH:115][cH:116][cH:117]1)[CH:118]=[CH:119][c:120]1[cH:121][cH:122][cH:123][cH:124][cH:125]1.[O:126]=[C:127]([CH:128]=[CH:129][c:130]1[cH:131][cH:132][cH:133][cH:134][cH:135]1)[CH:136]=[CH:137][c:138]1[cH:139][cH:140][cH:141][cH:142][cH:143]1.[O:90]=[C:91]([CH:92]=[CH:93][c:94]1[cH:95][cH:96][cH:97][cH:98][cH:99]1)[CH:100]=[CH:101][c:102]1[cH:103][cH:104][cH:105][cH:106][cH:107]1.[Pd:88].[Pd:89]>>[NH:9]([c:10]1[cH:11][n:12][n:13]([CH2:15][C:16](=[O:17])[OH:18])[cH:14]1)[c:20]1[n:21][cH:22][c:23]([Cl:39])[c:24]([NH:26][c:27]2[cH:28][cH:29][cH:30][c:31]3[c:36]2[C:35](=[O:37])[N:34]([CH3:38])[CH2:33][CH2:32]3)[cH:25]1. The product is O[C@H]1[C@@H](COC2=C1C=CC(=C2)CCC(=O)O)CC2=CC=CC=C2 (Trans-3,4-dihydro-4-hydroxy-3-(phenylmethyl)-2H-1-benzopyran-7-propionic acid). Reactants: compound, COC(CCC1=CC2=C(C(=C(CO2)CC2=CC=CC=C2)O)C=C1)=O (4-hydroxy-3-phenylmethyl-2H-1-benzopyran-7-propionic acid methyl ester). Yield: 30.0%. As a reaction SMILES: C[O:2][C:3](=[O:24])[CH2:4][CH2:5][C:6]1[CH:23]=[CH:22][C:9]2[C:10]([OH:21])=[C:11]([CH2:14][C:15]3[CH:20]=[CH:19][CH:18]=[CH:17][CH:16]=3)[CH2:12][O:13][C:8]=2[CH:7]=1>CO>[OH:21][C@@H:10]1[C:9]2[CH:22]=[CH:23][C:6]([CH2:5][CH2:4][C:3]([OH:24])=[O:2])=[CH:7][C:8]=2[O:13][CH2:12][C@H:11]1[CH2:14][C:15]1[CH:16]=[CH:17][CH:18]=[CH:19][CH:20]=1. Run in CO (methanol). Reported procedure: Using the procedure of Example 2G with methanol as solvent at room temperature, the compound of step A (700 mg, 2.16 mmole) was reduced and the trans isomer 4-hydroxy-3-phenylmethyl-2H-1-benzopyran-7-propionic acid methyl ester saponified using the procedure of Example 2I to give the title compound (210 mg), 30% yield. Reactants: COC(=O)CC(C)=O, CC(C)(C)[O-], N#CC(F)(F)F, [K+]. Product: COC(=O)C(C(C)=O)=C(N)C(F)(F)F. Reaction SMILES: [C:1]([CH2:2][C:3](=[O:4])[CH3:5])(=[O:6])[O:7][CH3:8].[CH3:9][C:10]([CH3:11])([O-:12])[CH3:13].[F:15][C:16]([C:17]#[N:18])([F:19])[F:20].[K+:14]>>[C:1]([C:2]([C:3](=[O:4])[CH3:5])=[C:17]([C:16]([F:15])([F:19])[F:20])[NH2:18])(=[O:6])[O:7][CH3:8].